Dataset: the Open Reaction Database (ORD), a public repository of structured organic reaction records. Task: describe an organic reaction: reactants, conditions, products, and yield Reactants: Cc1ccccc1, CCCCCCCCCCCCn1nnc(NC2CCCCC2)n1, CCN(C(C)C)C(C)C, O=C(Cl)Cl, Nc1ccc(F)cc1F. The product is CCCCCCCCCCCCn1nnc(N(C(=O)Nc2ccc(F)cc2F)C2CCCCC2)n1. Reaction SMILES: [CH3:47][c:48]1[cH:49][cH:50][cH:51][cH:52][cH:53]1.[CH:1]1([NH:7][c:8]2[n:9][n:10][n:11]([CH2:13][CH2:14][CH2:15][CH2:16][CH2:17][CH2:18][CH2:19][CH2:20][CH2:21][CH2:22][CH2:23][CH3:24])[n:12]2)[CH2:2][CH2:3][CH2:4][CH2:5][CH2:6]1.[CH:25]([N:26]([CH:27]([CH3:28])[CH3:29])[CH2:30][CH3:31])([CH3:32])[CH3:33].[Cl:34][C:35]([Cl:36])=[O:37].[F:38][c:39]1[c:40]([NH2:41])[cH:42][cH:43][c:44]([F:46])[cH:45]1>>[CH:1]1([N:7]([c:8]2[n:9][n:10][n:11]([CH2:13][CH2:14][CH2:15][CH2:16][CH2:17][CH2:18][CH2:19][CH2:20][CH2:21][CH2:22][CH2:23][CH3:24])[n:12]2)[C:35](=[O:37])[NH:41][c:40]2[c:39]([F:38])[cH:45][c:44]([F:46])[cH:43][cH:42]2)[CH2:2][CH2:3][CH2:4][CH2:5][CH2:6]1. Reactants: C(C)OC(=O)C=1NC2=CC=C(C=C2C1)OCC1=C(C=CC=C1Cl)Cl (5-(2,6-dichlorobenzyloxy)-1H-indole-2-carboxylic acid ethyl ester), [H-].[Na+] (sodium hydride), BrCCCC#N (4-Bromobutyronitrile). The solvent is C(C)(=O)OCC (ethyl acetate), CN(C=O)C (dimethylformamide). Reaction conditions: time 2.5 hour. Yields the product C(C)OC(=O)C=1N(C2=CC=C(C=C2C1)OCC1=C(C=CC=C1Cl)Cl)CCCC#N (1-(3-Cyanopropyl)-5-(2,6-dichlorobenzyloxy)-1H-indole-2-carboxylic Acid Ethyl Ester). Isolated yield 90.0%. RXN SMILES: [CH2:1]([O:3][C:4]([C:6]1[NH:7][C:8]2[C:13]([CH:14]=1)=[CH:12][C:11]([O:15][CH2:16][C:17]1[C:22]([Cl:23])=[CH:21][CH:20]=[CH:19][C:18]=1[Cl:24])=[CH:10][CH:9]=2)=[O:5])[CH3:2].[H-].[Na+].Br[CH2:28][CH2:29][CH2:30][C:31]#[N:32]>CN(C)C=O.C(OCC)(=O)C>[CH2:1]([O:3][C:4]([C:6]1[N:7]([CH2:28][CH2:29][CH2:30][C:31]#[N:32])[C:8]2[C:13]([CH:14]=1)=[CH:12][C:11]([O:15][CH2:16][C:17]1[C:22]([Cl:23])=[CH:21][CH:20]=[CH:19][C:18]=1[Cl:24])=[CH:10][CH:9]=2)=[O:5])[CH3:2] |f:1.2|. Reported procedure: To a solution of 5-(2,6-dichlorobenzyloxy)-1H-indole-2-carboxylic acid ethyl ester (1.50 g, 4.12 mmol) in dimethylformamide (15 mL) was added 60% sodium hydride (0.25 g, 6.18 mmol). The reaction mixture was stirred at ambient temperature under argon for 2.5 h. 4-Bromobutyronitrile (0.92 g, 6.14 mmol) was then added and the reaction mixture stirred for another 14 h at ambient temperature. The reaction was diluted with ethyl acetate and washed three times with water. The organic layer was dried ov...